describe an organic reaction: reactants, conditions, products, and yield From a dataset of the Open Reaction Database (ORD), a public repository of structured organic reaction records. Starting materials: CCOC(=O)c1cc2cccc(OCC3CO3)c2o1, c1ccc2cc(C3CCNCC3)ccc2c1. Product: CCOC(=O)c1cc2cccc(OCC(O)CN3CCC(c4ccc5ccccc5c4)CC3)c2o1. Reaction SMILES: [CH2:1]([CH:2]1[CH2:3][O:4]1)[O:5][c:6]1[cH:7][cH:8][cH:9][c:10]2[c:11]1[o:12][c:13]([C:15](=[O:16])[O:17][CH2:18][CH3:19])[cH:14]2.[cH:20]1[c:21]([CH:30]2[CH2:31][CH2:32][NH:33][CH2:34][CH2:35]2)[cH:22][cH:23][c:24]2[cH:25][cH:26][cH:27][cH:28][c:29]12>>[CH2:1]([CH:2]([CH2:3][N:33]1[CH2:32][CH2:31][CH:30]([c:21]2[cH:20][c:29]3[c:24]([cH:23][cH:22]2)[cH:25][cH:26][cH:27][cH:28]3)[CH2:35][CH2:34]1)[OH:4])[O:5][c:6]1[cH:7][cH:8][cH:9][c:10]2[c:11]1[o:12][c:13]([C:15](=[O:16])[O:17][CH2:18][CH3:19])[cH:14]2. Starting materials: ClC1=C(C=C(C=C1)Cl)N1C(N(C2=NC(=NC=C2C1)S(=O)(=O)C)C)=O (3-(2,5-dichlorophenyl)-7-methanesulfonyl-3,4-dihydro-1-methylpyrimido[4,5-d]pyrimidin-2(1H)-one), C(C)N(CCOC1=CC=C(N)C=C1)CC (4-(2-(diethylamino)ethoxy)aniline). Reaction conditions: temperature 180 celsius. Product: ClC1=C(C=C(C=C1)Cl)N1C(N(C2=NC(=NC=C2C1)NC1=CC=C(C=C1)OCCN(CC)CC)C)=O (3-(2,5-dichlorophenyl)-7-[4-[2-(diethylamino)ethoxy]anilino]-3,4-dihydro-1-methylpyrimido[4,5-d]pyrimidin-2(1H)-one). Isolated yield 5.6%. Reaction SMILES: [Cl:1][C:2]1[CH:7]=[CH:6][C:5]([Cl:8])=[CH:4][C:3]=1[N:9]1[CH2:18][C:17]2[C:12](=[N:13][C:14](S(C)(=O)=O)=[N:15][CH:16]=2)[N:11]([CH3:23])[C:10]1=[O:24].[CH2:25]([N:27]([CH2:38][CH3:39])[CH2:28][CH2:29][O:30][C:31]1[CH:37]=[CH:36][C:34]([NH2:35])=[CH:33][CH:32]=1)[CH3:26]>>[Cl:1][C:2]1[CH:7]=[CH:6][C:5]([Cl:8])=[CH:4][C:3]=1[N:9]1[CH2:18][C:17]2[C:12](=[N:13][C:14]([NH:35][C:34]3[CH:33]=[CH:32][C:31]([O:30][CH2:29][CH2:28][N:27]([CH2:38][CH3:39])[CH2:25][CH3:26])=[CH:37][CH:36]=3)=[N:15][CH:16]=2)[N:11]([CH3:23])[C:10]1=[O:24]. Procedure: A mixture of 200 mg (0.52 mmol) of 3-(2,5-dichlorophenyl)-7-methanesulfonyl-3,4-dihydro-1-methylpyrimido[4,5-d]pyrimidin-2(1H)-one and 218 mg (1.04 mmol) of 4-(2-(diethylamino)ethoxy)aniline was heated at 180° C. for 30 minutes and then cooled. The residue was subjected to column chromatography on silica gel eluted with dichloromethane/methanol/acetic acid/water in a ratio of 240:24:3:2. Product containing fractions were combined, evaporated and the residue re-evaporated with toluene. The residu...